The task is: describe an organic reaction: reactants, conditions, products, and yield. This data is from the Open Reaction Database (ORD), a public repository of structured organic reaction records. Reactants: O (water), OC1=CC=C(C=O)C=C1 (4-hydroxybenzaldehyde), N1=C(C=CC2=CC=CC=C12)CCl (2-quinolinylmethylchloride), C([O-])([O-])=O.[K+].[K+] (potassium carbonate). The solvent is CN(C)C=O (DMF). Product: N1=C(C=CC2=CC=CC=C12)COC1=CC=C(C=O)C=C1 (4(2-quinolinylmethyloxy)benzaldehyde). RXN SMILES: [OH:1][C:2]1[CH:9]=[CH:8][C:5]([CH:6]=[O:7])=[CH:4][CH:3]=1.[N:10]1[C:19]2[C:14](=[CH:15][CH:16]=[CH:17][CH:18]=2)[CH:13]=[CH:12][C:11]=1[CH2:20]Cl.C(=O)([O-])[O-].[K+].[K+].O>CN(C=O)C>[N:10]1[C:19]2[C:14](=[CH:15][CH:16]=[CH:17][CH:18]=2)[CH:13]=[CH:12][C:11]=1[CH2:20][O:1][C:2]1[CH:9]=[CH:8][C:5]([CH:6]=[O:7])=[CH:4][CH:3]=1 |f:2.3.4|. Procedure details: A solution of 0.65 g (5.4 mmol) 4-hydroxybenzaldehyde, 0.94 g (5.3 mmol) of 2-quinolinylmethylchloride, and 0.75 g (5.4 mmol) of potassium carbonate in 15 ml of DMF is heated at 60° C. overnight. The reaction mixture is poured into water. The precipitate is collected on a filter and purified by dry column chromatography to give 4(2-quinolinylmethyloxy)benzaldehyde. The reactants are CC(=O)O, CO, [H][H], COC(=O)c1cc([N+](=O)[O-])cc(S(F)(F)(F)(F)F)c1. Product: COC(=O)c1cc(N)cc(S(F)(F)(F)(F)F)c1. RXN SMILES: [C:20]([OH:21])(=[O:22])[CH3:23].[CH3:26][OH:27].[H:24][H:25].[N+:1]([O-:2])(=[O:3])[c:4]1[cH:5][c:6]([C:7](=[O:8])[O:9][CH3:10])[cH:11][c:12]([S:14]([F:15])([F:16])([F:17])([F:18])[F:19])[cH:13]1>>[NH2:1][c:4]1[cH:5][c:6]([C:7](=[O:8])[O:9][CH3:10])[cH:11][c:12]([S:14]([F:15])([F:16])([F:17])([F:18])[F:19])[cH:13]1.